This data is from the Open Reaction Database (ORD), a public repository of structured organic reaction records. The task is: describe an organic reaction: reactants, conditions, products, and yield Reaction SMILES: [C:19]1([C:20]2=[CH:26][CH2:25][CH2:24][CH2:23][CH2:22][CH2:21]2)=[CH:32][CH2:31][CH2:30][CH2:29][CH2:28][CH2:27]1.[CH2:1]([CH:2]=[CH2:3])[CH2:4][C:5]12[CH:6]3[CH:7]([CH:8]([CH:9]=[CH:10]1)[CH2:11]2)[C:12](=[O:13])[O:14][C:15]3=[O:16].[CH3:18].[NH3:17]>>[CH2:1]([CH:2]=[CH2:3])[CH2:4][C:5]12[CH:6]3[CH:7]([CH:8]([CH:9]=[CH:10]1)[CH2:11]2)[C:12](=[O:13])[NH:17][C:15]3=[O:16]. Product: C=CCCC12C=CC(C1)C1C(=O)NC(=O)C12. Reactants: C1=C(C2=CCCCCC2)CCCCC1, C=CCCC12C=CC(C1)C1C(=O)OC(=O)C12, [CH3], N. Reactants: CO, Cc1c(CCC(=O)OC(C)C)[nH]c2ccc(F)cc12, O. Yields the product Cc1c(CCC(=O)O)[nH]c2ccc(F)cc12. RXN SMILES: [CH3:20][OH:21].[F:1][c:2]1[cH:3][c:4]2[c:5]([CH3:19])[c:6]([CH2:11][CH2:12][C:13](=[O:14])[O:15][CH:16]([CH3:17])[CH3:18])[nH:7][c:8]2[cH:9][cH:10]1.[OH2:22]>>[F:1][c:2]1[cH:3][c:4]2[c:5]([CH3:19])[c:6]([CH2:11][CH2:12][C:13](=[O:14])[OH:15])[nH:7][c:8]2[cH:9][cH:10]1. Starting materials: C(CCCCCCCC=CCCCCCCCC)(=O)OC(CC(=O)O)CCCCCCCC=CCCCCCCCC (3-(9-octadecenoyloxy)-11-eicosenoic acid), NCC(=O)O (glycine). The product is C(CCCCCCCC=CCCCCCCCC)(=O)OC(CC(=O)NCC(=O)O)CCCCCCCC=CCCCCCCCC (N-[3-(9-octadecenoyloxy)-11-eicosenoyl]glycine). Yield: 70.2%. RXN SMILES: [C:1]([O:20][CH:21]([CH2:26][CH2:27][CH2:28][CH2:29][CH2:30][CH2:31][CH2:32][CH:33]=[CH:34][CH2:35][CH2:36][CH2:37][CH2:38][CH2:39][CH2:40][CH2:41][CH3:42])[CH2:22][C:23]([OH:25])=O)(=[O:19])[CH2:2][CH2:3][CH2:4][CH2:5][CH2:6][CH2:7][CH2:8][CH:9]=[CH:10][CH2:11][CH2:12][CH2:13][CH2:14][CH2:15][CH2:16][CH2:17][CH3:18].[NH2:43][CH2:44][C:45]([OH:47])=[O:46]>>[C:1]([O:20][CH:21]([CH2:26][CH2:27][CH2:28][CH2:29][CH2:30][CH2:31][CH2:32][CH:33]=[CH:34][CH2:35][CH2:36][CH2:37][CH2:38][CH2:39][CH2:40][CH2:41][CH3:42])[CH2:22][C:23]([NH:43][CH2:44][C:45]([OH:47])=[O:46])=[O:25])(=[O:19])[CH2:2][CH2:3][CH2:4][CH2:5][CH2:6][CH2:7][CH2:8][CH:9]=[CH:10][CH2:11][CH2:12][CH2:13][CH2:14][CH2:15][CH2:16][CH2:17][CH3:18]. Procedure: Starting from 3-(9-octadecenoyloxy)-11-eicosenoic acid (2.6 g) prepared by the method described in Preparation 8 and glycine (1.2 g), N-[3-(9-octadecenoyloxy)-11-eicosenoyl]glycine (2 g) was obtained as powders in a similar manner to that of Example 6. Starting materials: CC=1OC2=C(C=CC=C2C(C1)=O)C=C(C(=O)OC)C(C)=O (methyl 2-[(2-methyl-4-oxo-4H-chromen-8-yl)methylene]-3-oxobutanoate), NC(C)=CC(CC(C)C)=O (2-amino-6-methylhept-2-en-4-one). Run in C(C)O (ethanol). Yields the product CC=1NC(=C(C(C1C(=O)OC)C=1C=CC=C2C(C=C(OC12)C)=O)C(CC(C)C)=O)C (Methyl 2,6-dimethyl-5-(3-methylbutanoyl)-4-(2-methyl-4-oxo-4H-chromen-8-yl)-1,4-dihydro-pyridine-3-carboxylate). Reaction SMILES: [CH3:1][C:2]1[O:3][C:4]2[C:9]([C:10](=[O:12])[CH:11]=1)=[CH:8][CH:7]=[CH:6][C:5]=2[CH:13]=[C:14]([C:19](=O)[CH3:20])[C:15]([O:17][CH3:18])=[O:16].[NH2:22][C:23](=[CH:25][C:26](=[O:31])[CH2:27][CH:28]([CH3:30])[CH3:29])[CH3:24]>C(O)C>[CH3:20][C:19]1[NH:22][C:23]([CH3:24])=[C:25]([C:26](=[O:31])[CH2:27][CH:28]([CH3:30])[CH3:29])[CH:13]([C:5]2[CH:6]=[CH:7][CH:8]=[C:9]3[C:4]=2[O:3][C:2]([CH3:1])=[CH:11][C:10]3=[O:12])[C:14]=1[C:15]([O:17][CH3:18])=[O:16]. Reported procedure: 50 mg (0.175 mmol) of methyl 2-[(2-methyl-4-oxo-4H-chromen-8-yl)methylene]-3-oxobutanoate are dissolved with 34.7 mg (0.227 mmol) of 2-amino-6-methylhept-2-en-4-one in 3 ml of ethanol and heated under reflux under argon for 24 h. The reaction mixture is purified by preparative HPLC. Concentration of the fractions results in 36 mg (43% of theory) of the title compound as a white solid. Reactants: O (water), CC(CC)OC1=CC=C(C=C1)O (4-(1-methylpropoxy)phenol), ClCCNC(OC)=O (methyl 2-chloroethylcarbamate), C([O-])([O-])=O.[K+].[K+] (potassium carbonate). The solvent is CN(C=O)C (dimethylformamide). Conditions: time 2 hour. Yields the product CC(CC)OC1=CC=C(OCCNC(OC)=O)C=C1 (methyl N-{2-[4-(1-methylpropoxy)phenoxy]ethyl}carbamate). As a reaction SMILES: [CH3:1][CH:2]([O:5][C:6]1[CH:11]=[CH:10][C:9]([OH:12])=[CH:8][CH:7]=1)[CH2:3][CH3:4].Cl[CH2:14][CH2:15][NH:16][C:17](=[O:20])[O:18][CH3:19].C(=O)([O-])[O-].[K+].[K+].O>CN(C)C=O>[CH3:1][CH:2]([O:5][C:6]1[CH:7]=[CH:8][C:9]([O:12][CH2:14][CH2:15][NH:16][C:17](=[O:20])[O:18][CH3:19])=[CH:10][CH:11]=1)[CH2:3][CH3:4] |f:2.3.4|. Procedure details: A mixture of 4-(1-methylpropoxy)phenol (9.2 mmol), methyl 2-chloroethylcarbamate (11.9 mmol), and potassium carbonate (18.4 mmol) in 20 ml of dimethylformamide (DMF) is heated at 85° for 18 hours. The reaction mixture is cooled to room temperature (RT), poured into water and extracted with ether. The combined ether extracts are washed with water until neutral, followed with brine and dried over calcium sulfate. The solvent is removed in vacuo and the residue is placed under high vacuum at 80° fo... Starting materials: BrCC1=CC=C(C(=O)OC)C=C1 (methyl 4-(bromomethyl)benzoate), C1(=CC=CC=C1)NC1=CC=CC=C1 (diphenylamine), [H-].[Na+] (NaH). Solvent: CN(C)C=O (DMF), CN(C)C=O (DMF), CN(C)C=O (DMF). Reaction conditions: temperature 0 celsius, time 15 minute. Yields the product C1(=CC=CC=C1)N(C1=CC=CC=C1)CC1=CC=C(C(=O)OC)C=C1 (Methyl 4-((diphenylamino)methyl)benzoate). Reaction SMILES: [H-].[Na+].[C:3]1([NH:9][C:10]2[CH:15]=[CH:14][CH:13]=[CH:12][CH:11]=2)[CH:8]=[CH:7][CH:6]=[CH:5][CH:4]=1.Br[CH2:17][C:18]1[CH:27]=[CH:26][C:21]([C:22]([O:24][CH3:25])=[O:23])=[CH:20][CH:19]=1>CN(C=O)C>[C:10]1([N:9]([CH2:17][C:18]2[CH:27]=[CH:26][C:21]([C:22]([O:24][CH3:25])=[O:23])=[CH:20][CH:19]=2)[C:3]2[CH:4]=[CH:5][CH:6]=[CH:7][CH:8]=2)[CH:11]=[CH:12][CH:13]=[CH:14][CH:15]=1 |f:0.1|. Procedure: NaH (0.220 g, 5.54 mmol) was dissolved in anhydrous DMF (2 mL) under argon and cooled to 0° C. To it was added diphenylamine (0.0.750 g, 4.43 mmol) dissolved in anhydrous DMF (2 mL). The reaction was stirred for 15 min at 0° C. followed by the addition of methyl 4-(bromomethyl)benzoate (1.02 g, 4.43 mmol) in anhydrous DMF (2 mL). The reaction was stirred for 2 h at 60° C. and then quenched by the addition of H2O (20 mL). The organic products were extracted with EtOAc (3×30 mL), washed with H2O (...